This data is from the Open Reaction Database (ORD), a public repository of structured organic reaction records. The task is: describe an organic reaction: reactants, conditions, products, and yield The reactants are BrB(Br)Br, COc1ccc2c(Oc3ccc(NC(=O)CC(=O)O)cc3)c(-c3ccccc3)c(C)cc2c1, ClCCl. The product is Cc1cc2cc(O)ccc2c(Oc2ccc(NC(=O)CC(=O)O)cc2)c1-c1ccccc1. Reaction SMILES: [B:34]([Br:35])([Br:36])[Br:37].[CH3:1][c:2]1[c:3](-[c:28]2[cH:29][cH:30][cH:31][cH:32][cH:33]2)[c:4]([O:14][c:15]2[cH:16][cH:17][c:18]([NH:21][C:22]([CH2:23][C:24](=[O:25])[OH:26])=[O:27])[cH:19][cH:20]2)[c:5]2[cH:6][cH:7][c:8]([O:12][CH3:13])[cH:9][c:10]2[cH:11]1.[Cl:38][CH2:39][Cl:40]>>[CH3:1][c:2]1[c:3](-[c:28]2[cH:29][cH:30][cH:31][cH:32][cH:33]2)[c:4]([O:14][c:15]2[cH:16][cH:17][c:18]([NH:21][C:22]([CH2:23][C:24](=[O:25])[OH:26])=[O:27])[cH:19][cH:20]2)[c:5]2[cH:6][cH:7][c:8]([OH:12])[cH:9][c:10]2[cH:11]1. Reactants: IC1=CC(N(C=C1)CCC(C(=O)NOC1OCCCC1)(S(=O)(=O)C)C)=O ((+/−)-4-(4-Iodo-2-oxopyridin-1(2H)-yl)-2-methyl-2-(methylsulfonyl)-N-(tetrahydro-2H-pyran-2-yloxy)butanamide), 2A, CC1(OB(OC1(C)C)C1=CC=C(C=C1)C1=CC=NC=C1)C (4-[4-(4,4,5,5-tetramethyl-1,3,2-dioxaborolan-2-yl)phenyl]pyridine). The product is CC(C(=O)NOC1OCCCC1)(CCN1C(C=C(C=C1)C1=CC=C(C=C1)C1=CC=NC=C1)=O)S(=O)(=O)C ((+/−)-2-Methyl-2-(methylsulfonyl)-4-[2-oxo-4-(4-pyridin-4-ylphenyl)pyridin-1 (2H)-yl]-N-(tetrahydro-2H-pyran-2-yloxy)butanamide). RXN SMILES: I[C:2]1[CH:7]=[CH:6][N:5]([CH2:8][CH2:9][C:10]([CH3:25])([S:21]([CH3:24])(=[O:23])=[O:22])[C:11]([NH:13][O:14][CH:15]2[CH2:20][CH2:19][CH2:18][CH2:17][O:16]2)=[O:12])[C:4](=[O:26])[CH:3]=1.CC1(C)C(C)(C)OB([C:35]2[CH:40]=[CH:39][C:38]([C:41]3[CH:46]=[CH:45][N:44]=[CH:43][CH:42]=3)=[CH:37][CH:36]=2)O1>>[CH3:25][C:10]([S:21]([CH3:24])(=[O:23])=[O:22])([CH2:9][CH2:8][N:5]1[CH:6]=[CH:7][C:2]([C:35]2[CH:36]=[CH:37][C:38]([C:41]3[CH:42]=[CH:43][N:44]=[CH:45][CH:46]=3)=[CH:39][CH:40]=2)=[CH:3][C:4]1=[O:26])[C:11]([NH:13][O:14][CH:15]1[CH2:20][CH2:19][CH2:18][CH2:17][O:16]1)=[O:12]. Procedure details: (+/−)-4-(4-Iodo-2-oxopyridin-1(2H)-yl)-2-methyl-2-(methylsulfonyl)-N-(tetrahydro-2H-pyran-2-yloxy)butanamide, which may be prepared as in Preparation 2A and 4-[4-(4,4,5,5-tetramethyl-1,3,2-dioxaborolan-2-yl)phenyl]pyridine were converted to the title product following the general procedure outlined for (+/−)-4-[4-(1-benzofuran-2-yl)-2-oxopyridin-1(2H)-yl]-2-methyl-2-(methylsulfonyl)-N-(tetrahydro-2H-pyran-2-yloxy)butanamide in Example 33, Step A. The title compound was obtained as a white solid ...